Dataset: the Open Reaction Database (ORD), a public repository of structured organic reaction records. Task: describe an organic reaction: reactants, conditions, products, and yield The reactants are CC#N, CCOC(C)=O, O, OC(Cc1ccccc1)C1(c2ccccc2)SCCCS1. Reaction SMILES: [CH3:22][C:23]#[N:24].[CH3:26][CH2:27][O:28][C:29](=[O:30])[CH3:31].[OH2:25].[c:1]1([CH2:7][CH:8]([OH:9])[C:10]2([c:16]3[cH:17][cH:18][cH:19][cH:20][cH:21]3)[S:11][CH2:12][CH2:13][CH2:14][S:15]2)[cH:2][cH:3][cH:4][cH:5][cH:6]1>>[c:1]1([CH2:7][CH:8]([OH:9])[C:10]([c:16]2[cH:17][cH:18][cH:19][cH:20][cH:21]2)=[O:25])[cH:2][cH:3][cH:4][cH:5][cH:6]1. Yields the product O=C(c1ccccc1)C(O)Cc1ccccc1. Reactants: C1(CC(C(CC1)C(C)C)[Si](C1CC(CCC1C(C)C)C)(C1CC(CCC1C(C)C)C)S[Si](C1CC(CCC1C(C)C)C)(C1CC(CCC1C(C)C)C)C1CC(CCC1C(C)C)C)C (trimenthylsilyl sulfide), C[O-].[Na+] (sodium methoxide), CN(CCOC1=C(C#N)C=CC=C1)C (2-(2-dimethylamino-ethoxy)-benzonitrile). Run in CN1C(N(CC1)C)=O (1,3-dimethyl-2-imidazolidinone). Run at time 24 hour. Product: CN(CCOC1=C(C(=S)N)C=CC=C1)C (2-(2-Dimethylamino-ethoxy)-thiobenzamide). RXN SMILES: C1(C)CCC(C(C)C)C([Si]([S:31][Si](C2C(C(C)C)CCC(C)C2)(C2C(C(C)C)CCC(C)C2)C2C(C(C)C)CCC(C)C2)(C2C(C(C)C)CCC(C)C2)C2C(C(C)C)CCC(C)C2)C1.C[O-].[Na+].[CH3:67][N:68]([CH3:80])[CH2:69][CH2:70][O:71][C:72]1[CH:79]=[CH:78][CH:77]=[CH:76][C:73]=1[C:74]#[N:75]>CN1CCN(C)C1=O>[CH3:67][N:68]([CH3:80])[CH2:69][CH2:70][O:71][C:72]1[CH:79]=[CH:78][CH:77]=[CH:76][C:73]=1[C:74]([NH2:75])=[S:31] |f:1.2|. Procedure details: A mixture of trimenthylsilyl sulfide (5 g) and sodium methoxide (1.5 g) was added drop by drop to a stirred solution of 2-(2-dimethylamino-ethoxy)-benzonitrile (2.66 g) in 1,3-dimethyl-2-imidazolidinone. The mixture was stirred at room temperature for 24 hours, then extracted with ethyl acetate and the organic layer was washed with water, dried over magnesium sulfate and evaporated. The crude product was used without further purification. Reactants: C(C)(C)(C)[Si](OCC(=O)C)(C)C (1-{[tert-butyl (dimethyl)silyl]oxy}acetone), CC(C)(C)[S@](=O)N ((S)-2-methylpropane-2-sulfinamide), [Cl-].[Na+] (sodium chloride). Reagents/catalysts: CCO.CCO.CCO.CCO.[Ti] (tetraethyl orthotitanate). The solvent is C1CCOC1 (THF). Run at temperature 70 celsius, time 8 hour. Yields the product [Si](C)(C)(C(C)(C)C)OC\C(\C)=N\[S@@](=O)C(C)(C)C ((S)—N-[(2E)-1-{[tert-butyl(dimethyl)silyl]oxy}propan-2-ylidene]-2-methylpropane-2-sulfinamide). As a reaction SMILES: [C:1]([Si:5]([CH3:12])([CH3:11])[O:6][CH2:7][C:8]([CH3:10])=O)([CH3:4])([CH3:3])[CH3:2].[CH3:13][C:14]([S@@:17]([NH2:19])=[O:18])([CH3:16])[CH3:15].[Cl-].[Na+]>C1COCC1.CCO.CCO.CCO.CCO.[Ti]>[Si:5]([O:6][CH2:7]/[C:8](=[N:19]/[S@:17]([C:14]([CH3:16])([CH3:15])[CH3:13])=[O:18])/[CH3:10])([C:1]([CH3:4])([CH3:3])[CH3:2])([CH3:12])[CH3:11] |f:2.3,5.6.7.8.9|. Procedure details: To a solution of 761 mg of 1-{[tert-butyl (dimethyl)silyl]oxy}acetone in 20 ml of THF were added 2.1 ml of tetraethyl orthotitanate and 490 mg of (S)-2-methylpropane-2-sulfinamide, followed by stirring at 70° C. for 8 hours. The reaction mixture was left to be cooled to room temperature and a saturated aqueous sodium chloride solution was then added thereto, followed by stirring and filtering over Celite. The filtrate was extracted with ethyl acetate. The organic layer was washed with a saturate... Starting materials: CC(C)(C)n1c(-c2ccccc2-c2n[nH]c(=O)o2)nc2cc(Br)ccc21, CI, [H-], [Na+], CN(C)C=O. Yields the product Cn1nc(-c2ccccc2-c2nc3cc(Br)ccc3n2C(C)(C)C)oc1=O. As a reaction SMILES: [Br:1][c:2]1[cH:3][c:4]2[c:5]([n:6]([C:21]([CH3:22])([CH3:23])[CH3:24])[c:7](-[c:9]3[c:10](-[c:15]4[n:16][nH:17][c:18](=[O:20])[o:19]4)[cH:11][cH:12][cH:13][cH:14]3)[n:8]2)[cH:25][cH:26]1.[CH3:29][I:30].[H-:28].[Na+:27].[O:31]=[CH:32][N:33]([CH3:34])[CH3:35]>>[Br:1][c:2]1[cH:3][c:4]2[c:5]([n:6]([C:21]([CH3:22])([CH3:23])[CH3:24])[c:7](-[c:9]3[c:10](-[c:15]4[n:16][n:17]([CH3:29])[c:18](=[O:20])[o:19]4)[cH:11][cH:12][cH:13][cH:14]3)[n:8]2)[cH:25][cH:26]1. Reactants: C(C)C1=C(C(=CC=C1)CC)C=1C=C2C(=CN1)N(C=C2C=O)C2=CC=C(C=C2)C(C)C (5-(2,6-diethyl-phenyl)-1-(4-isopropyl-phenyl)-1H-pyrrolo[2,3-c]pyridine-3-carbaldehyde), C1CCOC1 (THF), C(C(C)C)[Mg]Cl (iso-butylmagnesium chloride), [NH4+].[Cl-] (NH4Cl). Run at temperature -78 celsius, time 2 hour. Product: CC1=C(C(=CC=C1)C)C=1C=C2C(=CN1)N(C=C2C(CC(C)C)O)C2=CC=C(C=C2)C(C)C (1-[5-(2,6-dimethyl-phenyl)-1-(4-isopropyl-phenyl)-1H-pyrrolo[2,3-c]pyridin-3-yl]-3-methyl-butan-1-ol). Reaction SMILES: [CH2:1]([C:3]1[CH:8]=[CH:7][CH:6]=[C:5](CC)[C:4]=1[C:11]1[CH:12]=[C:13]2[C:19]([CH:20]=[O:21])=[CH:18][N:17]([C:22]3[CH:27]=[CH:26][C:25]([CH:28]([CH3:30])[CH3:29])=[CH:24][CH:23]=3)[C:14]2=[CH:15][N:16]=1)C.[CH2:31]([Mg]Cl)[CH:32]([CH3:34])[CH3:33].[NH4+].[Cl-].[CH2:39]1COCC1>>[CH3:1][C:3]1[CH:8]=[CH:7][CH:6]=[C:5]([CH3:39])[C:4]=1[C:11]1[CH:12]=[C:13]2[C:19]([CH:20]([OH:21])[CH2:31][CH:32]([CH3:34])[CH3:33])=[CH:18][N:17]([C:22]3[CH:27]=[CH:26][C:25]([CH:28]([CH3:29])[CH3:30])=[CH:24][CH:23]=3)[C:14]2=[CH:15][N:16]=1 |f:2.3|. Procedure details: To a solution of 5-(2,6-diethyl-phenyl)-1-(4-isopropyl-phenyl)-1H-pyrrolo[2,3-c]pyridine-3-carbaldehyde (50 mg, 0.13 mmol, prepared by the procedure described in Example 11, Step 3) in THF (2 mL) at −78° C., iso-butylmagnesium chloride (1M solution in THF, 300 μL, 0.32 mmol) is added. The mixture is stirred at −78° C. for two hours and is subsequently allowed to warm to room temperature. A saturated aqueous NH4Cl solution (5 mL) is added, and THF is removed under reduced pressure. The product is...